From a dataset of the Open Reaction Database (ORD), a public repository of structured organic reaction records. describe an organic reaction: reactants, conditions, products, and yield Starting materials: C(C1=CC=CC=C1)(=O)O[C@H]1C[C@@H](CC2=CC=C3[C@@H]4CC[C@H]([C@@H](CCC(C(C)C)OC(C5=CC=CC=C5)=O)C)[C@]4(CC[C@@H]3[C@@]12C)C)OC(C1=CC=CC=C1)=O (1α,3β,24-tribenzoyloxycholesta-5,7-diene), C1=CC=CC=C1 (benzene), C1=CC=CC=C1 (benzene). The solvent is O (water). Reaction SMILES: C([O:9][C@@H:10]1[C@@:43]2([CH3:44])[C:14](=[CH:15][CH:16]=[C:17]3[C@@H:42]2[CH2:41][CH2:40][C@@:39]2([CH3:45])[C@H:18]3[CH2:19][CH2:20][C@@H:21]2[C@H:22]([CH3:38])[CH2:23][CH2:24][CH:25]([O:29]C(=O)C2C=CC=CC=2)[CH:26]([CH3:28])[CH3:27])[CH2:13][C@@H:12]([O:46]C(=O)C2C=CC=CC=2)[CH2:11]1)(=O)C1C=CC=CC=1.C1C=CC=CC=1>O>[CH3:38][C@@H:22]([C@@H:21]1[C@@:39]2([CH3:45])[CH2:40][CH2:41][CH2:42]/[C:17](=[CH:16]\[CH:15]=[C:14]3\[CH2:13][C@@H:12]([OH:46])[CH2:11][C@H:10]([OH:9])[C:43]\3=[CH2:44])/[C@@H:18]2[CH2:19][CH2:20]1)[CH2:23][CH2:24][CH:25]([OH:29])[CH:26]([CH3:27])[CH3:28]. Yields the product C[C@H](CCC(C(C)C)O)[C@H]1CC[C@@H]\2[C@@]1(CCC/C2=C\C=C/3\C[C@H](C[C@@H](C3=C)O)O)C (1α,24-dihydroxycholecalciferol). Run at time 2 hour. Isolated yield 11.1%. Procedure details: 30 mg of 1α,3β,24-tribenzoyloxycholesta-5,7-diene was dissolved in 500 ml. of benzene, and the resulting solution was irradiated with ultraviolet rays in an atmosphere of argon at 10° C. for 2 minutes. After the reaction, isomerization was carried out for 2 hours in the argon atmosphere under reflux of benzene. After the reaction, most of the benzene was evaporated off at reduced pressure, and 2 ml. of 5% potassium hydroxide-methanol and 2 ml. of benzene were added to the residue. The mixture wa... The reactants are CO, O=C(O)COc1c(Cl)cc(CC(NS(=O)(=O)c2ccccc2)C(=O)NCCCCc2ccccc2)c2cn[nH]c12. The product is O=C(O)COc1ccc(CC(NS(=O)(=O)c2ccccc2)C(=O)NCCCCc2ccccc2)c2cn[nH]c12. RXN SMILES: [CH3:41][OH:42].[c:1]1([S:7](=[O:8])(=[O:9])[NH:10][CH:11]([CH2:12][c:13]2[c:14]3[cH:15][n:16][nH:17][c:18]3[c:19]([O:23][CH2:24][C:25](=[O:26])[OH:27])[c:20]([Cl:22])[cH:21]2)[C:28]([NH:29][CH2:30][CH2:31][CH2:32][CH2:33][c:34]2[cH:35][cH:36][cH:37][cH:38][cH:39]2)=[O:40])[cH:2][cH:3][cH:4][cH:5][cH:6]1>>[c:1]1([S:7](=[O:8])(=[O:9])[NH:10][CH:11]([CH2:12][c:13]2[c:14]3[cH:15][n:16][nH:17][c:18]3[c:19]([O:23][CH2:24][C:25](=[O:26])[OH:27])[cH:20][cH:21]2)[C:28]([NH:29][CH2:30][CH2:31][CH2:32][CH2:33][c:34]2[cH:35][cH:36][cH:37][cH:38][cH:39]2)=[O:40])[cH:2][cH:3][cH:4][cH:5][cH:6]1. Reactants: 5-Benzyl-thioxazol-2-ylamine, BrC(C=O)CC1=CC=CC=C1 (2-bromo-3-phenylpropionaldehyde), NC(=O)N (urea). The solvent is C(C)O (ethanol). Product: C1(=CC=CC=C1)CCC=O (3-phenyl-propionaldehyde). As a reaction SMILES: Br[CH:2]([CH2:5][C:6]1[CH:11]=[CH:10][CH:9]=[CH:8][CH:7]=1)[CH:3]=[O:4].NC(N)=O>C(O)C>[C:6]1([CH2:5][CH2:2][CH:3]=[O:4])[CH:11]=[CH:10][CH:9]=[CH:8][CH:7]=1. Reported procedure: 5-Benzyl-thioxazol-2-ylamine A mixture of 2-bromo-3-phenylpropionaldehyde (14.2 g, crude from above) and urea (7.2 g, 0.12 mol) were heated at reflux for 15 hours in 200 mL of ethanol. The solvent was evaporated to dryness and the residue was diluted with dichloromethane (250 mL) and then washed with sodium hydroxide (10% aqueous solution, 100 mL) and water (50 mL). The organic layer was washed three times with hydrochloric acid (5% aqueous solution, 250 mL). The combined aqueous layers were bro... Isolated yield 63.5%. As a reaction SMILES: [CH3:1][N:2]([CH3:33])[C:3]1[CH:8]=[CH:7][C:6]([CH2:9][N:10]([C:24]2[CH:29]=[CH:28][C:27]([CH:30]([CH3:32])[CH3:31])=[CH:26][CH:25]=2)[C:11]([CH:13]2[C:22]3[C:17](=[C:18]([OH:23])[CH:19]=[CH:20][CH:21]=3)[CH2:16][CH2:15][CH2:14]2)=[O:12])=[CH:5][CH:4]=1.Cl.Cl[CH2:36][CH2:37][CH2:38][N:39]([CH3:41])[CH3:40]>>[CH3:1][N:2]([CH3:33])[C:3]1[CH:8]=[CH:7][C:6]([CH2:9][N:10]([C:24]2[CH:29]=[CH:28][C:27]([CH:30]([CH3:31])[CH3:32])=[CH:26][CH:25]=2)[C:11]([CH:13]2[C:22]3[C:17](=[C:18]([O:23][CH2:36][CH2:37][CH2:38][N:39]([CH3:41])[CH3:40])[CH:19]=[CH:20][CH:21]=3)[CH2:16][CH2:15][CH2:14]2)=[O:12])=[CH:5][CH:4]=1 |f:1.2|. Yields the product CN(C1=CC=C(C=C1)CN(C(=O)C1CCCC2=C(C=CC=C12)OCCCN(C)C)C1=CC=C(C=C1)C(C)C)C (N-[(4-dimethylaminophenyl)-methyl]-5-[3-(dimethylamino)propoxy]-N-(4-isopropylphenyl)-1,2,3,4-tetrahydronaphthalene-1-carboxamide). Starting materials: CN(C1=CC=C(C=C1)CN(C(=O)C1CCCC2=C(C=CC=C12)O)C1=CC=C(C=C1)C(C)C)C (N-[(4-dimethylaminophenyl)methyl]-5-hydroxy-N-(4-isopropylphenyl)-1,2,3,4-tetrahydronaphthalene-1-carboxamide), Cl.ClCCCN(C)C (3-chloro-N,N-dimethylpropylamine hydrochloride). Reported procedure: By the reaction and treatment in the same manner as in Example 106 using N-[(4-dimethylaminophenyl)methyl]-5-hydroxy-N-(4-isopropylphenyl)-1,2,3,4-tetrahydronaphthalene-1-carboxamide (0.66 g) and 3-chloro-N,N-dimethylpropylamine hydrochloride (0.32 g) as starting materials, N-[(4-dimethylaminophenyl)-methyl]-5-[3-(dimethylamino)propoxy]-N-(4-isopropylphenyl)-1,2,3,4-tetrahydronaphthalene-1-carboxamide (0.5 g) was obtained. Oxalic acid was added to this compound. By recrystallization from isoprop...